From a dataset of the Open Reaction Database (ORD), a public repository of structured organic reaction records. describe an organic reaction: reactants, conditions, products, and yield The reactants are NC=1SC2=NC(=CC=C2N1)OC=1C=C(C=CC1C)NC(C1=CC(=CC=C1)C(F)(F)F)=O (N-{3-[(2-amino[1,3]thiazolo[5,4-b]pyridin-5-yl)oxy]-4-methylphenyl}-3-(trifluoromethyl)benzamide), C(C)(=O)OCC(=O)Cl (acetoxyacetyl chloride). Solvent: N1=CC=CC=C1 (pyridine). Conditions: time 30 minute. Product: C(CO)(=O)NC=1SC2=NC(=CC=C2N1)OC=1C=C(C=CC1C)NC(C1=CC(=CC=C1)C(F)(F)F)=O (N-(3-{[2-(glycoloylamino)[1,3]thiazolo[5,4-b]pyridin-5-yl]oxy}-4-methylphenyl)-3-(trifluoromethyl)benzamide). Isolated yield 40.7%. RXN SMILES: [NH2:1][C:2]1[S:3][C:4]2[C:9]([N:10]=1)=[CH:8][CH:7]=[C:6]([O:11][C:12]1[CH:13]=[C:14]([NH:19][C:20](=[O:31])[C:21]3[CH:26]=[CH:25][CH:24]=[C:23]([C:27]([F:30])([F:29])[F:28])[CH:22]=3)[CH:15]=[CH:16][C:17]=1[CH3:18])[N:5]=2.C([O:35][CH2:36][C:37](Cl)=[O:38])(=O)C>N1C=CC=CC=1>[C:36]([NH:1][C:2]1[S:3][C:4]2[C:9]([N:10]=1)=[CH:8][CH:7]=[C:6]([O:11][C:12]1[CH:13]=[C:14]([NH:19][C:20](=[O:31])[C:21]3[CH:26]=[CH:25][CH:24]=[C:23]([C:27]([F:30])([F:29])[F:28])[CH:22]=3)[CH:15]=[CH:16][C:17]=1[CH3:18])[N:5]=2)(=[O:35])[CH2:37][OH:38]. Procedure: To a solution of N-{3-[(2-amino[1,3]thiazolo[5,4-b]pyridin-5-yl)oxy]-4-methylphenyl}-3-(trifluoromethyl)benzamide (200 mg, 0.450 mmol) produced in Example C8(iv) in pyridine (5 mL) was added acetoxyacetyl chloride (121 μL, 1.12 mmol), and the mixture was stirred at room temperature for 30 min. The reaction mixture was concentrated under reduced pressure, and a mixture of the obtained residue, methanol (3 mL), pyridine (2 mL) and 0.5N aqueous sodium hydroxide solution (3 mL) was stirred at room t... Starting materials: COc1ccc(CN(Cc2ccc(OC)cc2)c2ncc(-c3nc(N4CCOCC4)nc4c3CCN4)cn2)cc1, Cc1ccc(N2CCN(C)CC2)cc1N, COc1ccc(CN(Cc2ccc(OC)cc2)c2ncc(-c3nc(N4CCOCC4)nc4c3CCN4C(=S)Nc3cc(N4CCN(C)CC4)ccc3C)cn2)cc1. The product is Cc1ccc(N2CCN(C)CC2)cc1NC(=S)N1CCc2c(-c3cnc(N)nc3)nc(N3CCOCC3)nc21. As a reaction SMILES: [CH3:1][O:2][c:3]1[cH:4][cH:5][c:6]([CH2:7][N:8]([CH2:9][c:10]2[cH:11][cH:12][c:13]([O:14][CH3:15])[cH:16][cH:17]2)[c:18]2[n:19][cH:20][c:21](-[c:22]3[c:23]4[c:27]([n:28][c:29]([N:30]5[CH2:31][CH2:32][O:33][CH2:34][CH2:35]5)[n:36]3)[NH:26][CH2:25][CH2:24]4)[cH:37][n:38]2)[cH:39][cH:40]1.[CH3:41][c:42]1[cH:43][cH:44][c:45]([N:46]2[CH2:47][CH2:48][N:49]([CH3:50])[CH2:51][CH2:52]2)[cH:53][c:54]1[NH2:55].[CH3:56][c:57]1[c:58]([NH:70][C:71](=[S:72])[N:73]2[CH2:74][CH2:75][c:76]3[c:77]2[n:78][c:79]([N:107]2[CH2:108][CH2:109][O:110][CH2:111][CH2:112]2)[n:80][c:81]3-[c:82]2[cH:83][n:84][c:85]([N:88]([CH2:89][c:90]3[cH:91][cH:92][c:93]([O:94][CH3:95])[cH:96][cH:97]3)[CH2:98][c:99]3[cH:100][cH:101][c:102]([O:103][CH3:104])[cH:105][cH:106]3)[n:86][cH:87]2)[cH:59][c:60]([N:63]2[CH2:64][CH2:65][N:66]([CH3:69])[CH2:67][CH2:68]2)[cH:61][cH:62]1>>[CH3:56][c:57]1[c:58]([NH:70][C:71](=[S:72])[N:73]2[CH2:74][CH2:75][c:76]3[c:77]2[n:78][c:79]([N:107]2[CH2:108][CH2:109][O:110][CH2:111][CH2:112]2)[n:80][c:81]3-[c:82]2[cH:83][n:84][c:85]([NH2:88])[n:86][cH:87]2)[cH:59][c:60]([N:63]2[CH2:64][CH2:65][N:66]([CH3:69])[CH2:67][CH2:68]2)[cH:61][cH:62]1. Starting materials: C1(=CC=CC=C1)C1=CC(=NC=C1)CNCCC (N-[(4-phenylpyridin-2-yl)methyl]propan-1-amine), CN1C=NC(=C1)C(=O)O (methyl-1H-imidazole-4-carboxylic acid), O.ON1N=NC2=C1C=CC=C2 (1-hydroxybenzotriazole hydrate), Cl.CN(CCCN=C=NCC)C (1-(3-dimethylaminopropyl)-3-ethylcarbodiimide hydrochloride). Solvent: CN(C=O)C (dimethylformamide), CN(C=O)C (dimethylformamide). Conditions: time 10 minute. Product: CN1C=NC(=C1)C(=O)N(CCC)CC1=NC=CC(=C1)C1=CC=CC=C1 (1-Methyl-N-[(4-phenylpyridin-2-yl)methyl]-N-propyl-1H-imidazole-4-carboxamide). The yield is 27.9%. RXN SMILES: [CH3:1][N:2]1[CH:6]=[C:5]([C:7]([OH:9])=O)[N:4]=[CH:3]1.O.ON1C2C=CC=CC=2N=N1.Cl.CN(C)CCCN=C=NCC.[C:33]1([C:39]2[CH:44]=[CH:43][N:42]=[C:41]([CH2:45][NH:46][CH2:47][CH2:48][CH3:49])[CH:40]=2)[CH:38]=[CH:37][CH:36]=[CH:35][CH:34]=1>CN(C)C=O>[CH3:1][N:2]1[CH:6]=[C:5]([C:7]([N:46]([CH2:45][C:41]2[CH:40]=[C:39]([C:33]3[CH:38]=[CH:37][CH:36]=[CH:35][CH:34]=3)[CH:44]=[CH:43][N:42]=2)[CH2:47][CH2:48][CH3:49])=[O:9])[N:4]=[CH:3]1 |f:1.2,3.4|. Procedure: To a solution of methyl-1H-imidazole-4-carboxylic acid (53 mg) in dimethylformamide (1 mL) was added 1-hydroxybenzotriazole hydrate (HOBT.H2O) (64 mg) and 1-(3-dimethylaminopropyl)-3-ethylcarbodiimide hydrochloride (EDC.HCl) (81 mg) and the mixture was stirred at room temperature for 10 min. A solution of N-[(4-phenylpyridin-2-yl)methyl]propan-1-amine (80 mg) in dimethylformamide (2 mL) was added thereto, and the mixture was stirred at room temperature overnight. The solvent was distilled off un... Starting materials: CCOC(=O)c1c[nH]c2ccc(C(C)=O)cc2c1=O, Fc1ccc(CCl)cc1, [K+], [K+], O=C([O-])[O-], CN(C)C=O, O. Product: CCOC(=O)c1cn(Cc2ccc(F)cc2)c2ccc(C(C)=O)cc2c1=O. Reaction SMILES: [CH2:1]([CH3:2])[O:3][C:4](=[O:5])[c:6]1[cH:7][nH:8][c:9]2[cH:10][cH:11][c:12]([C:17]([CH3:18])=[O:19])[cH:13][c:14]2[c:15]1=[O:16].[F:20][c:21]1[cH:22][cH:23][c:24]([CH2:27][Cl:28])[cH:25][cH:26]1.[K+:29].[K+:30].[O-:31][C:32]([O-:33])=[O:34].[O:36]=[CH:37][N:38]([CH3:39])[CH3:40].[OH2:35]>>[CH2:1]([CH3:2])[O:3][C:4](=[O:5])[c:6]1[cH:7][n:8]([CH2:27][c:24]2[cH:23][cH:22][c:21]([F:20])[cH:26][cH:25]2)[c:9]2[cH:10][cH:11][c:12]([C:17]([CH3:18])=[O:19])[cH:13][c:14]2[c:15]1=[O:16]. Reactants: Cl[Sn](CCCC)(CCCC)CCCC (chlorotributyltin), IC1=NN(C2=CC(=CC=C12)C#N)C (3-iodo-1-methyl-1H-indazole-6-carbonitrile), IC1N(NC2=CC(=CC=C12)C#N)C (3-iodo-2-methyl-1H-indazole-6-carbonitrile), C(C)(C)[Mg]Cl (Isopropylmagnesium chloride). The solvent is C1CCOC1 (THF). Conditions: temperature -40 celsius, time 20 minute. Yields the product CN1N=C(C2=CC=C(C=C12)C#N)[Sn](CCCC)(CCCC)CCCC (1-Methyl-3-(tributylstannyl)-1H-indazole-6-carbonitrile). Reaction SMILES: I[C:2]1[C:10]2[C:5](=[CH:6][C:7]([C:11]#[N:12])=[CH:8][CH:9]=2)[N:4]([CH3:13])[N:3]=1.IC1C2C(=CC(C#N)=CC=2)NN1C.C([Mg]Cl)(C)C.Cl[Sn:33]([CH2:42][CH2:43][CH2:44][CH3:45])([CH2:38][CH2:39][CH2:40][CH3:41])[CH2:34][CH2:35][CH2:36][CH3:37]>C1COCC1>[CH3:13][N:4]1[C:5]2[C:10](=[CH:9][CH:8]=[C:7]([C:11]#[N:12])[CH:6]=2)[C:2]([Sn:33]([CH2:38][CH2:39][CH2:40][CH3:41])([CH2:42][CH2:43][CH2:44][CH3:45])[CH2:34][CH2:35][CH2:36][CH3:37])=[N:3]1. Procedure: The crude mixture of 3-iodo-1-methyl-1H-indazole-6-carbonitrile and 3-iodo-2-methyl-1H-indazole-6-carbonitrile (97 mg, crude) was dissolved in THF (4 mL). The solution was cooled to −40° C. Isopropylmagnesium chloride (0.21 mL, 0.41 mmol, 2M in THF) was added drop-wise at −40° C. The reaction mixture was stirred at −40° C. for 20 min. Then chlorotributyltin (0.11 mL) was added slowly. The reaction mixture was allowed to warm to room temperature and stirred for 1.5 h. The reaction mixture was que...